Dataset: the Open Reaction Database (ORD), a public repository of structured organic reaction records. Task: describe an organic reaction: reactants, conditions, products, and yield Starting materials: N1[C@@H](CC1)COC=1C=NC=C(C1)C1=CC(=CC=C1)C[C@H](CC1=CC=CC=C1)OC (3-[(2(S)-azetidinyl)methoxy]-5-[3-(2(S)-methoxy-3-phenylpropyl)phenyl]pyridine), Cl (hydrochloric acid). Run in CO (methanol). Reaction conditions: time 2 hour. Yields the product Cl.N1[C@@H](CC1)COC=1C=NC=C(C1)C1=CC(=CC=C1)C[C@H](CC1=CC=CC=C1)OC (3-[(2(S)-Azetidinyl)methoxy]-5-[3-(2(S)-methoxy-3-phenylpropyl)phenyl]pyridine Hydrochloride). As a reaction SMILES: [NH:1]1[CH2:4][CH2:3][C@H:2]1[CH2:5][O:6][C:7]1[CH:8]=[N:9][CH:10]=[C:11]([C:13]2[CH:18]=[CH:17][CH:16]=[C:15]([CH2:19][C@@H:20]([O:28][CH3:29])[CH2:21][C:22]3[CH:27]=[CH:26][CH:25]=[CH:24][CH:23]=3)[CH:14]=2)[CH:12]=1.[ClH:30]>CO>[ClH:30].[NH:1]1[CH2:4][CH2:3][C@H:2]1[CH2:5][O:6][C:7]1[CH:8]=[N:9][CH:10]=[C:11]([C:13]2[CH:18]=[CH:17][CH:16]=[C:15]([CH2:19][C@@H:20]([O:28][CH3:29])[CH2:21][C:22]3[CH:27]=[CH:26][CH:25]=[CH:24][CH:23]=3)[CH:14]=2)[CH:12]=1 |f:3.4|. Procedure details: To a solution of 3-[(2(S)-azetidinyl)methoxy]-5-[3-(2(S)-methoxy-3-phenylpropyl)phenyl]pyridine (118 mg, 0.30 mmol) in methanol (1 mL) was added 2M hydrochloric acid (2 mL) at 0° C. under N2. The solution was stirred for 2 h at room temperature and evaporated. The residue was dissolved in 8 mL of water and lyophilized. The lyophilization process was repeated three times to give the hydrochloride (122 mg) as a colorless solid. 1H NMR (D2O, 300 MHz) δ 8.63 (br s, 1H), 8.49 (br s, 1H), 8.32 (br s, ... Reactants: ClC1=CC(=C(C=C1OC(C)C)NC(CC(CCO)C(F)(F)F)=O)F (N-(4'-chloro-2'-fluoro-5'-isopropyloxyphenyl)-5-hydroxy-3-(trifluoromethyl)pentanamide), S(=O)(Cl)Cl (thionyl chloride), S(=O)(Cl)Cl (thionyl chloride). Solvent: C(Cl)Cl (methylene chloride). Reaction conditions: temperature 40 celsius, time 64 hour. Product: ClC1=CC(=C(C=C1OC(C)C)NC(CC(CCCl)C(F)(F)F)=O)F (N-(4'-chloro-2'-fluoro-5'-isopropyloxyphenyl)-5-chloro-3-(trifluoromethyl)pentanamide). As a reaction SMILES: [Cl:1][C:2]1[C:7]([O:8][CH:9]([CH3:11])[CH3:10])=[CH:6][C:5]([NH:12][C:13](=[O:23])[CH2:14][CH:15]([C:19]([F:22])([F:21])[F:20])[CH2:16][CH2:17]O)=[C:4]([F:24])[CH:3]=1.S(Cl)([Cl:27])=O>C(Cl)Cl>[Cl:1][C:2]1[C:7]([O:8][CH:9]([CH3:11])[CH3:10])=[CH:6][C:5]([NH:12][C:13](=[O:23])[CH2:14][CH:15]([C:19]([F:22])([F:21])[F:20])[CH2:16][CH2:17][Cl:27])=[C:4]([F:24])[CH:3]=1. Procedure: To a solution of N-(4'-chloro-2'-fluoro-5'-isopropyloxyphenyl)-5-hydroxy-3-(trifluoromethyl)pentanamide (1.2 g, 3.2 mmol) in 100 ml methylene chloride, was added thionyl chloride (0.24 ml) in one portion via pipette. The solution turned brown. It was heated to 40°-50° C. for about 7 hours, kept at room temperature for 64 hours, heated to 40° C. for 3 hours, then stirred at room temperature for 18 hours. Then additional thionyl chloride (0.1 ml) was added and heating to 40° C. was resumed for abo... RXN SMILES: [C:1]1([C:7]2[CH:8]=[C:9]([O:14][CH2:15][C@@H:16]3[CH2:20][CH2:19][CH2:18][N:17]3C(OC(C)(C)C)=O)[CH:10]=[N:11][C:12]=2[Cl:13])[CH:6]=[CH:5][CH:4]=[CH:3][CH:2]=1>CCO>[C:1]1([C:7]2[CH:8]=[C:9]([O:14][CH2:15][C@@H:16]3[CH2:20][CH2:19][CH2:18][NH:17]3)[CH:10]=[N:11][C:12]=2[Cl:13])[CH:2]=[CH:3][CH:4]=[CH:5][CH:6]=1. Procedure: The compound from step 84a was deprotected and converted to the salt by treatment with HClin EtOH to give the title compound (189 mg, 83% yield). mp 75-80° C. MS (CI/NH3) m/z 289 (M+H)+. 1H NMR (D2O, 300 MHz) δ: 1.27-2.10 (m, 1H), 2.03-2.18 (m, 2H), 2.22-2.31 (m, 1H), 3.41 (t, J=7.5 Hz, 2H), 4.13 (m, 1H), 4.26 (m, 1H), 4.46 (dd, J=3.4, 10.8 Hz, 1H), 7.54 (m, 6H), 8.12 (d, J=3.0 Hz, 1H). Anal. Calcd for C16H17N2OCl.1.6 HCl: C, 55.53; H, 5.25; N, 7.96. Found: C, 55.53; H, 5.40; N, 8.07. [α]25D=+9.... The product is C1(=CC=CC=C1)C=1C=C(C=NC1Cl)OC[C@H]1NCCC1 (5-Phenyl-6-chloro-3-(2-(S)-pyrrolidinylmethoxy)pyridine). Solvent: CCO (EtOH). Starting materials: C1(=CC=CC=C1)C=1C=C(C=NC1Cl)OC[C@H]1N(CCC1)C(=O)OC(C)(C)C (5-Phenyl-6-chloro-3-(1-BOC-2-(S)-pyrrolidinylmethoxy)pyridine). Isolated yield 83.0%. Reactants: C1(CCC1)CNCCO (N-cyclobutylmethyl-N-(2-hydroxyethyl)amine), O=S(Cl)Cl (SOCl2). Product: [Cl-].C1(CCC1)C[NH2+]CCCl (N-cyclobutylmethyl-N-(2-chloroethyl)ammonium chloride). Reaction SMILES: [CH:1]1([CH2:5][NH:6][CH2:7][CH2:8]O)[CH2:4][CH2:3][CH2:2]1.O=S(Cl)[Cl:12]>>[Cl-:12].[CH:1]1([CH2:5][NH2+:6][CH2:7][CH2:8][Cl:12])[CH2:4][CH2:3][CH2:2]1 |f:2.3|. Procedure details: 2-Hydroxyethylamine was reacted with cyclobutylmethyl bromide according to Method B2a to give N-cyclobutylmethyl-N-(2-hydroxyethyl)amine. The alcohol was reacted with SOCl2 according to Method B7c to give N-cyclobutylmethyl-N-(2-chloroethyl)ammonium chloride. The chloroethylamine was reacted with 2,2-dichlorophenyl isothiocyanate to give 2-(2,2-dichlorophenylimino)-3-(cyclobutylmethyl)-1,3-thiazolidine.